This data is from the Open Reaction Database (ORD), a public repository of structured organic reaction records. The task is: describe an organic reaction: reactants, conditions, products, and yield Reactants: C=CC=C (butadiene), CO (methanol), aq. solution, C=CC1=CC=CC=C1 (styrene), C=CC1=CC=CC=C1 (styrene), C=CC=C (butadiene), S(=O)(=O)([O-])OOS(=O)(=O)[O-].[K+].[K+] (potassium persulfate), polymer. Run in O (water), aq. macroinitiator, O (water), Cl (hydrochloric acid). Run at time 23 hour. The product is C=CC1=CC=C(C=C1)O (4-VP). RXN SMILES: C[OH:2].S(OOS([O-])(=O)=O)([O-])(=O)=O.[K+].[K+].[CH2:15]=[CH:16][C:17]1[CH:22]=[CH:21][CH:20]=[CH:19][CH:18]=1.C=CC=C>O.Cl>[CH2:15]=[CH:16][C:17]1[CH:22]=[CH:21][C:20]([OH:2])=[CH:19][CH:18]=1 |f:1.2.3|. Procedure: 483 g of the methanol solution from Ex. 5 were stripped of the solvent and the residue dissolved in 1300 ml of RO water containing 118 g of conc. hydrochloric acid to prepare a 9.9 percent aq. solution of the protonated water-soluble poly(4-vinylpyridine) RAFT macroinitiator. One gram of potassium persulfate was then dissolved in 252.5 g of the 9.9 percent aq. macroinitiator solution (˜25 g polymer). This solution was then charged into a one quart heavy-walled bottle preflushed with nitrogen, fo... The reactants are C(C)(=O)O (acetic acid), C(C)(=O)OC(C)=O (acetic anhydride), ONC(=N)C1=NNC(C=C1)=O (N-hydroxy-6-oxo-1,6-dihydropyridazine-3-carboxamidine). Solvent: N1=CC=CC=C1 (pyridine). Run at temperature 90 celsius, time 15 hour. The product is CC1=NC(=NO1)C=1C=CC(NN1)=O (6-(5-methyl-1,2,4-oxadiazol-3-yl)-2H-pyridazin-3-one). As a reaction SMILES: [C:1](O)(=O)[CH3:2].C(OC(=O)C)(=O)C.[OH:12][NH:13][C:14]([C:16]1[CH:21]=[CH:20][C:19](=[O:22])[NH:18][N:17]=1)=[NH:15]>N1C=CC=CC=1>[CH3:1][C:2]1[O:12][N:13]=[C:14]([C:16]2[CH:21]=[CH:20][C:19](=[O:22])[NH:18][N:17]=2)[N:15]=1. Procedure: 2.8 ml of glacial acetic acid, 2.3 ml of acetic anhydride and 200 μl of pyridine are added to 375 mg (2.43 mmol) of N-hydroxy-6-oxo-1,6-dihydropyridazine-3-carboxamidine, and the mixture is stirred at 90° C. for 15 h. During cooling of the reaction mixture, a precipitate forms, which is filtered off with suction, washed with water and dried in vacuo; yield: 253 mg, yellow solid; HPLC: Rt=1.51 min; LC-MS: 179 (M+H). Starting materials: CC(C)(C)OC(=O)n1c(CCl)nc2ccccc21, O=C([O-])O, CC#N, CCN(C(C)C)C(C)C, [I-], [K+], [Na+], O=C1c2ccccc2C(=O)N1CCCCNC1CCCc2nccnc21. Yields the product CC(C)(C)OC(=O)n1c(CN(CCCCN2C(=O)c3ccccc3C2=O)C2CCCc3nccnc32)nc2ccccc21. Reaction SMILES: [C:27]([CH3:28])([CH3:29])([CH3:30])[O:31][C:32](=[O:33])[n:34]1[c:35]([CH2:43][Cl:44])[n:36][c:37]2[c:38]1[cH:39][cH:40][cH:41][cH:42]2.[C:56](=[O:57])([OH:58])[O-:59].[CH3:61][C:62]#[N:63].[CH:47]([N:48]([CH:49]([CH3:50])[CH3:51])[CH2:52][CH3:53])([CH3:54])[CH3:55].[I-:46].[K+:45].[Na+:60].[n:1]1[cH:2][cH:3][n:4][c:5]2[c:10]1[CH2:9][CH2:8][CH2:7][CH:6]2[NH:11][CH2:12][CH2:13][CH2:14][CH2:15][N:16]1[C:17](=[O:26])[c:18]2[cH:19][cH:20][cH:21][cH:22][c:23]2[C:24]1=[O:25]>>[n:1]1[cH:2][cH:3][n:4][c:5]2[c:10]1[CH2:9][CH2:8][CH2:7][CH:6]2[N:11]([CH2:12][CH2:13][CH2:14][CH2:15][N:16]1[C:17](=[O:26])[c:18]2[cH:19][cH:20][cH:21][cH:22][c:23]2[C:24]1=[O:25])[CH2:43][c:35]1[n:34]([C:32]([O:31][C:27]([CH3:28])([CH3:29])[CH3:30])=[O:33])[c:38]2[c:37]([n:36]1)[cH:42][cH:41][cH:40][cH:39]2.